From a dataset of the Open Reaction Database (ORD), a public repository of structured organic reaction records. describe an organic reaction: reactants, conditions, products, and yield The reactants are O=C1C(CN(CC1)C1=CC=C(C=C1)OCCCCCC)C(=O)OCC (Ethyl 4-oxo-1-(4-n-hexyloxyphenyl)piperidine-3-carboxylate), [OH-].[Na+] (sodium hydroxide). Solvent: Cl (hydrochloric acid). The product is C(CCCCC)OC1=CC=C(C=C1)N1CCC(CC1)=O (1-(4-n-Hexyloxyphenyl)-4-piperidone). Isolated yield 84.2%. RXN SMILES: [O:1]=[C:2]1[CH2:7][CH2:6][N:5]([C:8]2[CH:13]=[CH:12][C:11]([O:14][CH2:15][CH2:16][CH2:17][CH2:18][CH2:19][CH3:20])=[CH:10][CH:9]=2)[CH2:4][CH:3]1C(OCC)=O.[OH-].[Na+]>Cl>[CH2:15]([O:14][C:11]1[CH:12]=[CH:13][C:8]([N:5]2[CH2:4][CH2:3][C:2](=[O:1])[CH2:7][CH2:6]2)=[CH:9][CH:10]=1)[CH2:16][CH2:17][CH2:18][CH2:19][CH3:20] |f:1.2|. Procedure: A solution of Ethyl 4-oxo-1-(4-n-hexyloxyphenyl)piperidine-3-carboxylate (1.437 g) in 20% hydrochloric acid (7.2 ml) was refluxed for 2 hours, cooled, basified with 60% aqueous sodium hydroxide, and extracted with ethyl acetate. The organic layer was taken and dried over magnesium sulfate. The magnesium sulfate was filtered off, and filtrate was evaporated under reduced pressure to give 1-(4-n-Hexyloxyphenyl)-4-piperidone (0.959 g). Reported procedure: The title compound was prepared using 5-cyano-1-(3-trifluoromethoxybenzyl)-1H-indole-2-carboxylic acid [prepared from 3-(trifluoromethoxy)benzyl bromide and ethyl 5-cyanoindole-2-carboxylate] and trans-4-aminocyclohexanol hydrochloride in a manner similar to that described in Example 11 but using 1,3-diisopropylcarbodiimide instead of 1-(3-dimethylaminopropyl)-3-ethylcarbodiimide. RXN SMILES: [C:1]([C:3]1[CH:4]=[C:5]2[C:9](=[CH:10][CH:11]=1)[N:8]([CH2:12][C:13]1[CH:18]=[CH:17][CH:16]=[C:15]([O:19][C:20]([F:23])([F:22])[F:21])[CH:14]=1)[C:7]([C:24]([OH:26])=O)=[CH:6]2)#[N:2].Cl.[NH2:28][C@H:29]1[CH2:34][CH2:33][C@H:32]([OH:35])[CH2:31][CH2:30]1.C(N=C=NC(C)C)(C)C>>[OH:35][C@H:32]1[CH2:33][CH2:34][C@H:29]([NH:28][C:24]([C:7]2[N:8]([CH2:12][C:13]3[CH:18]=[CH:17][CH:16]=[C:15]([O:19][C:20]([F:21])([F:23])[F:22])[CH:14]=3)[C:9]3[C:5]([CH:6]=2)=[CH:4][C:3]([C:1]#[N:2])=[CH:11][CH:10]=3)=[O:26])[CH2:30][CH2:31]1 |f:1.2|. Reactants: C(#N)C=1C=C2C=C(N(C2=CC1)CC1=CC(=CC=C1)OC(F)(F)F)C(=O)O (5-cyano-1-(3-trifluoromethoxybenzyl)-1H-indole-2-carboxylic acid), Cl.N[C@@H]1CC[C@H](CC1)O (trans-4-aminocyclohexanol hydrochloride), C(C)(C)N=C=NC(C)C (1,3-diisopropylcarbodiimide). Yields the product O[C@@H]1CC[C@H](CC1)NC(=O)C=1N(C2=CC=C(C=C2C1)C#N)CC1=CC(=CC=C1)OC(F)(F)F (trans-5-Cyano-1-(3-trifluoromethoxybenzyl)-1H-indole-2-carboxylic acid (4-hydroxy-cyclohexyl)amide). Starting materials: CCC(=O)O, COc1ccc2c(O)ccnc2c1, O=[N+]([O-])O. Product: COc1ccc2c(O)c([N+](=O)[O-])cnc2c1. RXN SMILES: [CH3:18][CH2:19][C:20](=[O:21])[OH:22].[CH3:1][O:2][c:3]1[cH:4][cH:5][c:6]2[c:7]([OH:13])[cH:8][cH:9][n:10][c:11]2[cH:12]1.[OH:14][N+:15]([O-:16])=[O:17]>>[CH3:1][O:2][c:3]1[cH:4][cH:5][c:6]2[c:7]([OH:13])[c:8]([N+:15](=[O:14])[O-:16])[cH:9][n:10][c:11]2[cH:12]1. Reactants: COC(=O)CCCBr, Oc1ccc(C2CCN(c3ccc4nnc(C(F)(F)F)n4n3)CC2)cc1. Yields the product COC(=O)CCCOc1ccc(C2CCN(c3ccc4nnc(C(F)(F)F)n4n3)CC2)cc1. As a reaction SMILES: [Br:27][CH2:28][CH2:29][CH2:30][C:31](=[O:32])[O:33][CH3:34].[F:1][C:2]([c:3]1[n:4][n:5][c:6]2[n:7]1[n:8][c:9]([N:12]1[CH2:13][CH2:14][CH:15]([c:18]3[cH:19][cH:20][c:21]([OH:24])[cH:22][cH:23]3)[CH2:16][CH2:17]1)[cH:10][cH:11]2)([F:25])[F:26]>>[F:1][C:2]([c:3]1[n:4][n:5][c:6]2[n:7]1[n:8][c:9]([N:12]1[CH2:13][CH2:14][CH:15]([c:18]3[cH:19][cH:20][c:21]([O:24][CH2:28][CH2:29][CH2:30][C:31](=[O:32])[O:33][CH3:34])[cH:22][cH:23]3)[CH2:16][CH2:17]1)[cH:10][cH:11]2)([F:25])[F:26]. The reactants are BrC=1C(=NC(=NC1)Cl)Cl (5-bromo-2,4-dichloropyrimidine), O.NN (hydrazine hydrate). Solvent: C(C)O (ethanol). Yields the product BrC=1C(=NC(=NC1)Cl)NN (5-Bromo-2-chloro-4-hydrazinylpyrimidine). As a reaction SMILES: [Br:1][C:2]1[C:3](Cl)=[N:4][C:5]([Cl:8])=[N:6][CH:7]=1.O.[NH2:11][NH2:12]>C(O)C>[Br:1][C:2]1[C:3]([NH:11][NH2:12])=[N:4][C:5]([Cl:8])=[N:6][CH:7]=1 |f:1.2|. Procedure: A 500 mL round bottom flask was charged with 5-bromo-2,4-dichloropyrimidine (13.5 g, 59.2 mmol), hydrazine hydrate (8.8 mL, 181 mmol) and absolute ethanol (300 mL). The resulting solution was refluxed under N2 for 12 h. Work-up: the resulting crystalline solid was collected by filtration. The solid was washed with ethanol (100 mL), and dried to afford 17 g (quantitative) of the product as a yellow solid, which was used in the next step without further purification. Starting materials: BrC=1C=CC(=C(NC2=CC=C(C=C2)Br)C1)N=O (5-bromo-N-(4-bromophenyl)-2-nitrosoaniline), O (Water). Run in CC(=O)O (AcOH). Yields the product BrC1=CC2=NC3=CC=C(C=C3N=C2C=C1)Br (2,7-dibromophenazine). Isolated yield 16.0%. As a reaction SMILES: [Br:1][C:2]1[CH:3]=[CH:4][C:5]([N:16]=O)=[C:6]([CH:15]=1)[NH:7][C:8]1[CH:13]=[CH:12][C:11]([Br:14])=[CH:10][CH:9]=1.O>CC(O)=O>[Br:1][C:2]1[CH:3]=[CH:4][C:5]2[C:6](=[N:7][C:8]3[C:13]([N:16]=2)=[CH:12][C:11]([Br:14])=[CH:10][CH:9]=3)[CH:15]=1. Procedure details: 5-bromo-N-(4-bromophenyl)-2-nitrosoaniline (13-1) (10 g, 28.1 mmol) in AcOH (300 mL) was heated under reflux for 1.5 hrs. Water (400 mL) was then added and the brown precipitate formed was collected by filtration after washing with water (2×200 mL). The product was purified by silica gel chromatography (SiO2, hexanes/DCM=1/1(v/v)) to afford a brown solid, 2,7-dibromophenazine 13-2 (1.52 g, 16% yield). 1H NMR (CDCl3): δ 8.43 (2H, dd, J 2.2, 0.4 Hz), 8.10 (2H, dd, J 9.2, 0.4 Hz), 7.91 (2H, dd, J 9... The reactants are ClC(=O)N1[C@H](CN(C[C@H]1C)C(=O)OC(C)(C)C)C (cis 1-chlorocarbonyl-2,6-dimethyl-4-tert-butoxycarbonylpiperazine), BrC1=CC(=C(CO)C=C1)F (4-bromo-2-fluorobenzyl alcohol). Yields the product Cl.C[C@@H]1N([C@@H](CNC1)C)C(=O)OCC1=C(C=C(C=C1)Br)F (4-Bromo-2-fluorobenzyl cis-2,6-dimethylpiperazine-1-carboxylate hydrochloride), product. RXN SMILES: [Cl:1][C:2]([N:4]1[C@H:9]([CH3:10])[CH2:8][N:7](C(OC(C)(C)C)=O)[CH2:6][C@@H:5]1[CH3:18])=[O:3].[Br:19][C:20]1[CH:27]=[CH:26][C:23]([CH2:24][OH:25])=[C:22]([F:28])[CH:21]=1>>[ClH:1].[CH3:18][C@H:5]1[CH2:6][NH:7][CH2:8][C@@H:9]([CH3:10])[N:4]1[C:2]([O:25][CH2:24][C:23]1[CH:26]=[CH:27][C:20]([Br:19])=[CH:21][C:22]=1[F:28])=[O:3] |f:2.3|. Reported procedure: 4-Bromo-2-fluorobenzyl cis-2,6-dimethylpiperazine-1-carboxylate hydrochloride was synthesized from cis 1-chlorocarbonyl-2,6-dimethyl-4-tert-butoxycarbonylpiperazine and 4-bromo-2-fluorobenzyl alcohol according to the methods described in Examples 52 and 54 to give the product as a white solid: δH (400 MHz, DMSO-d6) 1.3 (6H, d J, 7.2 Hz), 3.0–3.2 (4H, m), 4.3 (2H, sextet, J 7.2 Hz), 5.15 (2H, s), 7.42 (2H, m), 7.6 (1H, m), 9.15 (1H, br) and 9.80 (1H, br); LC (XTERRA, 50/80, 220 nm) 89.8% (3.62 mi... Starting materials: [NH4+].[Cl-] (NH4Cl), C[Mg]Br (methyl magnesium bromide), CCOCC (Et2O), BrC=1C=NC=CC1C=O (3-bromo-pyridine-4-carbaldehyde). Solvent: C1CCOC1 (THF). Run at temperature 0 celsius, time 1 hour. The product is BrC=1C=NC=CC1C(C)O (1-(3-bromo-pyridin-4-yl)-ethanol). As a reaction SMILES: [Br:1][C:2]1[CH:3]=[N:4][CH:5]=[CH:6][C:7]=1[CH:8]=[O:9].[CH3:10][Mg]Br.CCOCC.[NH4+].[Cl-]>C1COCC1>[Br:1][C:2]1[CH:3]=[N:4][CH:5]=[CH:6][C:7]=1[CH:8]([OH:9])[CH3:10] |f:3.4|. Reported procedure: To a cooled (0° C.) solution of 3-bromo-pyridine-4-carbaldehyde (2.0 g, 10.8 mmol) in dry THF (45 mL) is added methyl magnesium bromide solution in Et2O (3M; 3.9 mL, 11.8 mmol). The mixture is stirred at 0° C. for 1 h then warmed and stirred at room temperature for 1 h. Saturated aqueous NH4Cl solution is added and the mixture is extracted with EtOAc. The organic layers are combined and concentrated to afford 2.1 g of 1-(3-bromo-pyridin-4-yl)-ethanol. Reactants: BrC=1C=CC(=C(C1)C1C(C2CCC(C1=O)C2)=O)CC (3-(5-Bromo-2-ethylphenyl)bicyclo[3.2.1]octane-2,4-dione), CC=1N=CSC1 (4-methylthiazole), C1(=CC=CC=C1)P(C1=CC=CC=C1)C1=CC=CC=C1 (triphenylphosphine), [1,1-bis(diphenylphosphino)ferrocene]palladium(II)chloride. Reagents/catalysts: C([O-])([O-])=O.[Ag+2] (silver carbonate). Run in C(C)#N.O (acetonitrile water). Product: C(C)C1=C(C=C(C=C1)C=1SC=C(N1)C)C1C(C2CCC(C1=O)C2)=O (3-[2-ethyl-5-(4-methyl-thiazol-2-yl)phenyl]bicyclo[3.2.1]octane-2,4-dione). As a reaction SMILES: Br[C:2]1[CH:3]=[CH:4][C:5]([CH2:18][CH3:19])=[C:6]([CH:8]2[C:14](=[O:15])[CH:13]3[CH2:16][CH:10]([CH2:11][CH2:12]3)[C:9]2=[O:17])[CH:7]=1.[CH3:20][C:21]1[N:22]=[CH:23][S:24][CH:25]=1.C1(P(C2C=CC=CC=2)C2C=CC=CC=2)C=CC=CC=1>C(=O)([O-])[O-].[Ag+2].C(#N)C.O>[CH2:18]([C:5]1[CH:4]=[CH:3][C:2]([C:23]2[S:24][CH:25]=[C:21]([CH3:20])[N:22]=2)=[CH:7][C:6]=1[CH:8]1[C:14](=[O:15])[CH:13]2[CH2:16][CH:10]([CH2:11][CH2:12]2)[C:9]1=[O:17])[CH3:19] |f:3.4,5.6|. Procedure details: 3-(5-Bromo-2-ethylphenyl)bicyclo[3.2.1]octane-2,4-dione (200 mg, 0.62 mmol), 4-methylthiazole (74 mg, 0.75 mmol), silver carbonate (860 mg, 3.1 mmol), triphenylphosphine (16.3 mg, 62.2 umol) and [1,1-bis(diphenylphosphino)ferrocene]palladium(II)chloride (26 mg, 31.1 umol) are added to a scintillation vial and shaken with a degassed solvent mixture of acetonitrile:water 1:1 (1.5 ml) at 65° C. for 22 hours. The mixture is concentrated under reduced pressure, taken up in DMSO (1.5 ml), filtered and... The reactants are C(C)OCC (Ethyl ether), Br (hydrobromic acid), BrBr (bromine), CC=1C=C(C=NC1)C(C)=O (1-(5-methylpyrid-3-yl)ethanone). Solvent: C(C)(=O)O (acetic acid). Reaction conditions: time 2 hour. Yields the product Br.BrCC(=O)C=1C=NC=C(C1)C (2-bromo-1-(5-methylpyrid-3-yl)ethanone hydrobromide). Yield: 183.3%. Reaction SMILES: [CH3:1][C:2]1[CH:3]=[C:4]([C:8](=[O:10])[CH3:9])[CH:5]=[N:6][CH:7]=1.[BrH:11].BrBr.C(OCC)C>C(O)(=O)C>[BrH:11].[Br:11][CH2:9][C:8]([C:4]1[CH:5]=[N:6][CH:7]=[C:2]([CH3:1])[CH:3]=1)=[O:10] |f:5.6|. Reported procedure: 300 mg (2.22 mmol) of 1-(5-methylpyrid-3-yl)ethanone are dissolved in 15 mL of glacial acetic acid. 365 μl (2.22 mmol) of hydrobromic acid and 126 μl (2.44 mmol) of bromine are added to the medium. The reaction mixture is placed under magnetic stirring at room temperature for 2 hours. Ethyl ether is added to the solution until a precipitate appears. The precipitate corresponding to 2-bromo-1-(5-methylpyrid-3-yl)ethanone hydrobromide is filtered off, washed with ether and dried. The 600 mg of pro...